This data is from the Open Reaction Database (ORD), a public repository of structured organic reaction records. The task is: describe an organic reaction: reactants, conditions, products, and yield Reactants: O=C1COC2=C(N1)C=CC(=C2)C(C(CC(=O)O)C)=O (4-(3,4-Dihydro-3-oxo-1,4(2H)-benzoxazin-7-yl)-4-oxo-3-methylbutyric acid), CNN (methylhydrazine). Run in C(C)O (ethanol). Yields the product O=C1COC2=C(N1)C=CC(=C2)C=2C(CC(N(N2)C)=O)C (6-(3,4-dihydro-3-oxo-1,4(2H)-benzoxazin-7-yl)-2,5-dimethyl-2,3,4,5-tetrahydropyridazin-3-one). RXN SMILES: [O:1]=[C:2]1[NH:7][C:6]2[CH:8]=[CH:9][C:10]([C:12](=O)[CH:13]([CH3:18])[CH2:14][C:15](O)=[O:16])=[CH:11][C:5]=2[O:4][CH2:3]1.[CH3:20][NH:21][NH2:22]>C(O)C>[O:1]=[C:2]1[NH:7][C:6]2[CH:8]=[CH:9][C:10]([C:12]3[CH:13]([CH3:18])[CH2:14][C:15](=[O:16])[N:21]([CH3:20])[N:22]=3)=[CH:11][C:5]=2[O:4][CH2:3]1. Reported procedure: 4-(3,4-Dihydro-3-oxo-1,4(2H)-benzoxazin-7-yl)-4-oxo-3-methylbutyric acid (1.56 g, 6.0 mmoles) was dissolved in ethanol (300 ml) and methylhydrazine (0.33 ml, 6.0 mmoles) was added. The mixture was heated at reflux for 2 hours, and then cooled to yield to yield the titled compound. The crystals were collected by filtration, recrystallized from ethanol, and recollected by filtration. The solid was dried under vacuum to yield 1.0 g of the titled compound, mp 204°-206° C. The reactants are O1C(C=C2C3=C(CCC4=C2C=CC=C4)C=CC=C3)C1 (5-(2,3-epoxypropylidene)-10,11-dihydro-5H--dibenzo[a,d]cycloheptene), S(=O)(=O)(O)OCCN (2-aminoethyl hydrogensulfate), [OH-].[Na+] (sodium hydroxide). The solvent is O (water), C(C)O (ethanol). Yields the product N1CC(OCC1)C=C1C2=C(CCC3=C1C=CC=C3)C=CC=C2 (5-(morpholin-2-yl)methylidene-10,11-dihydro-5H-dibenzo[a,d]cycloheptene). As a reaction SMILES: O1[CH2:19][CH:2]1[CH:3]=[C:4]1[C:10]2[CH:11]=[CH:12][CH:13]=[CH:14][C:9]=2[CH2:8][CH2:7][C:6]2[CH:15]=[CH:16][CH:17]=[CH:18][C:5]1=2.S(O[CH2:25][CH2:26][NH2:27])(O)(=O)=O.[OH-:28].[Na+]>O.C(O)C>[NH:27]1[CH2:26][CH2:25][O:28][CH:2]([CH:3]=[C:4]2[C:10]3[CH:11]=[CH:12][CH:13]=[CH:14][C:9]=3[CH2:8][CH2:7][C:6]3[CH:15]=[CH:16][CH:17]=[CH:18][C:5]2=3)[CH2:19]1 |f:2.3|. Reported procedure: A mixture of 5-(2,3-epoxypropylidene)-10,11-dihydro-5H--dibenzo[a,d]cycloheptene (0.65 g), 2-aminoethyl hydrogensulfate (2.5 g) and sodium hydroxide (1.6 g) in water (8 ml) was stirred in ethanol (11 ml) under reflux for 15 hours. The reaction mixture was concentrated and extracted with chloroform. The chloroform extract was washed with water, dried over anhydrous sodium sulfate and evaporated to afford 5-(morpholin-2-yl)methylidene-10,11-dihydro-5H-dibenzo[a,d]cycloheptene as oily material. M.P... Reactants: C1CCOC1, O=C(CCCCCCC(=O)Nc1cccc(COC(=O)NC(Cc2ccccc2)C(=O)OC2CCCC2)c1)NO, [Na+], [OH-]. The product is O=C(CCCCCCC(=O)Nc1cccc(COC(=O)NC(Cc2ccccc2)C(=O)O)c1)NO. As a reaction SMILES: [CH2:43]1[O:44][CH2:45][CH2:46][CH2:47]1.[CH:1]1([O:6][C:7]([CH:8]([CH2:9][c:10]2[cH:11][cH:12][cH:13][cH:14][cH:15]2)[NH:16][C:17](=[O:18])[O:19][CH2:20][c:21]2[cH:22][c:23]([NH:27][C:28]([CH2:29][CH2:30][CH2:31][CH2:32][CH2:33][CH2:34][C:35]([NH:36][OH:37])=[O:38])=[O:39])[cH:24][cH:25][cH:26]2)=[O:40])[CH2:2][CH2:3][CH2:4][CH2:5]1.[Na+:42].[OH-:41]>>[O:6]=[C:7]([CH:8]([CH2:9][c:10]1[cH:11][cH:12][cH:13][cH:14][cH:15]1)[NH:16][C:17](=[O:18])[O:19][CH2:20][c:21]1[cH:22][c:23]([NH:27][C:28]([CH2:29][CH2:30][CH2:31][CH2:32][CH2:33][CH2:34][C:35]([NH:36][OH:37])=[O:38])=[O:39])[cH:24][cH:25][cH:26]1)[OH:40]. RXN SMILES: [BH4-].[Na+].[CH2:3]([O:5][C:6]1[CH:15]=[CH:14][C:13]2[C:8](=[CH:9][CH:10]=[CH:11][CH:12]=2)[C:7]=1[CH2:16][C:17]1[C:18]([CH2:34][CH3:35])=[N:19][N:20]([C:24]2[C:31]([CH3:32])=[CH:30][C:27]([CH:28]=[O:29])=[CH:26][C:25]=2[CH3:33])[C:21]=1[CH2:22][CH3:23])[CH3:4]>CO>[CH2:3]([O:5][C:6]1[CH:15]=[CH:14][C:13]2[C:8](=[CH:9][CH:10]=[CH:11][CH:12]=2)[C:7]=1[CH2:16][C:17]1[C:18]([CH2:34][CH3:35])=[N:19][N:20]([C:24]2[C:25]([CH3:33])=[CH:26][C:27]([CH2:28][OH:29])=[CH:30][C:31]=2[CH3:32])[C:21]=1[CH2:22][CH3:23])[CH3:4] |f:0.1|. The product is C(C)OC1=C(C2=CC=CC=C2C=C1)CC=1C(=NN(C1CC)C1=C(C=C(C=C1C)CO)C)CC ({4-[4-(2-Ethoxy-naphthalen-1-ylmethyl)-3,5-diethyl-pyrazol-1-yl]-3,5-dimethylphenyl}-methanol). The reactants are [BH4-].[Na+] (Sodium borohydride), C(C)OC1=C(C2=CC=CC=C2C=C1)CC=1C(=NN(C1CC)C1=C(C=C(C=O)C=C1C)C)CC (4-[4-(2-ethoxy-naphthalen-1-ylmethyl)-3,5-diethyl-pyrazol-1-yl]-3,5-dimethyl-benzaldehyde). Procedure: Sodium borohydride (0.127 g, 3.35 mmol) was added to a solution of 4-[4-(2-ethoxy-naphthalen-1-ylmethyl)-3,5-diethyl-pyrazol-1-yl]-3,5-dimethyl-benzaldehyde (0.370 g, 8.4 mmol) in 10 ml of methanol. After stirring 30 minutes, the reaction was quenched by addition of 1 ml of brine. The solvent was removed in vacuo, and the residue was extracted with methylene chloride/brine (10 ml of each). The aqueous phase was then twice extracted with 10 ml portions of fresh methylene chloride. The combined or... Run in CO (methanol). Isolated yield 13.2%. Conditions: time 30 minute. Starting materials: polystyrene N-cyclohexylcarbodiimide-N′-propyloxymethyl, N=C=N (Carbodiimide), C(C)[NH+](CC)CC (triethylammonium), C([O-])([O-])=O (Carbonate), polystyrene methyl isocyanate, [N-]=C=O (Isocyanate), C1(CCCCC1)COC=1C=2N(C=CC1)C(=C(N2)C)C(=O)O (8-(cyclohexylmethoxy)-2-methylimidazo[1,2-a]pyridine-3-carboxylic acid), Cl.COC([C@@H](N)C1=CC=CC=C1)=O ((S)-(+)-2-phenylglycine methyl ester hydrochloride), ON1N=NC2=C1C=CC=C2 (1-hydroxybenzotriazole), C(C)(C)N(CC)C(C)C (diisopropylethylamine). Solvent: CN(C)C=O (DMF). Conditions: time 20 hour. Product: C1(CCCCC1)COC=1C=2N(C=CC1)C(=C(N2)C)C(=O)N[C@H](C(=O)O)C2=CC=CC=C2 ((2S)-({[8-(cyclohexylmethoxy)-2-methylimidazo[1,2-a]pyridin-3-yl]carbonyl}amino)(phenyl)acetic acid). The yield is 79.0%. As a reaction SMILES: [CH:1]1([CH2:7][O:8][C:9]2[C:10]3[N:11]([C:15]([C:19]([OH:21])=O)=[C:16]([CH3:18])[N:17]=3)[CH:12]=[CH:13][CH:14]=2)[CH2:6][CH2:5][CH2:4][CH2:3][CH2:2]1.Cl.C[O:24][C:25](=[O:34])[C@H:26]([C:28]1[CH:33]=[CH:32][CH:31]=[CH:30][CH:29]=1)[NH2:27].ON1C2C=CC=CC=2N=N1.C(N(C(C)C)CC)(C)C.N=C=N.C([NH+](CC)CC)C.C(=O)([O-])[O-].[N-]=C=O>CN(C=O)C>[CH:1]1([CH2:7][O:8][C:9]2[C:10]3[N:11]([C:15]([C:19]([NH:27][C@@H:26]([C:28]4[CH:33]=[CH:32][CH:31]=[CH:30][CH:29]=4)[C:25]([OH:34])=[O:24])=[O:21])=[C:16]([CH3:18])[N:17]=3)[CH:12]=[CH:13][CH:14]=2)[CH2:2][CH2:3][CH2:4][CH2:5][CH2:6]1 |f:1.2|. Reported procedure: To a mixture of 5.8 mg of 8-(cyclohexylmethoxy)-2-methylimidazo[1,2-a]pyridine-3-carboxylic acid, 6.1 mg of (S)-(+)-2-phenylglycine methyl ester hydrochloride, 2.7 mg of 1-hydroxybenzotriazole, 700 μl of DMF, and 19 μl of diisopropylethylamine was added 50 mg of polystyrene N-cyclohexylcarbodiimide-N′-propyloxymethyl (PS-Carbodiimide manufactured by Biotage), followed by stirring at room temperature for 20 hours. Subsequently, 50 mg of macroporous triethylammonium methylpolystyrene carbonate (MP... The reactants are C1(CC1)COC=1C=CC2=CN(N=C2C1)[C@@H]1CC[C@H](CC1)C=O (trans-4-[6-(cyclopropylmethoxy)-2H-indazol-2-yl]cyclohexanecarbaldehyde), Cl (hydrochloric acid), [H-].[Na+] (Sodium hydride), O=C(CP(OC)(OC)=O)C (dimethyl 2-oxopropylphosphonate). Solvent: COCCOC (1,2-dimethoxyethane), COCCOC (1,2-dimethoxyethane). Run at time 1 hour. Yields the product C1(CC1)COC=1C=CC2=CN(N=C2C1)[C@@H]1CC[C@H](CC1)/C=C/C(C)=O ((3E)-4-{trans-4-[6-(cyclopropylmethoxy)-2H-indazol-2-yl]cyclohexyl}but-3-en-2-one). Isolated yield 76.1%. RXN SMILES: [H-].[Na+].[O:3]=[C:4]([CH3:12])[CH2:5]P(=O)(OC)OC.[CH:13]1([CH2:16][O:17][C:18]2[CH:19]=[CH:20][C:21]3[C:25]([CH:26]=2)=[N:24][N:23]([C@H:27]2[CH2:32][CH2:31][C@H:30]([CH:33]=O)[CH2:29][CH2:28]2)[CH:22]=3)[CH2:15][CH2:14]1.Cl>COCCOC>[CH:13]1([CH2:16][O:17][C:18]2[CH:19]=[CH:20][C:21]3[C:25]([CH:26]=2)=[N:24][N:23]([C@H:27]2[CH2:32][CH2:31][C@H:30](/[CH:33]=[CH:5]/[C:4](=[O:3])[CH3:12])[CH2:29][CH2:28]2)[CH:22]=3)[CH2:15][CH2:14]1 |f:0.1|. Reported procedure: Sodium hydride (0.292 g) was added to a solution of dimethyl 2-oxopropylphosphonate (2.021 g) in 1,2-dimethoxyethane (50 mL) under ice-cooling in small portions. The reaction mixture was stirred for 1 hr under ice-cooling, and a solution of trans-4-[6-(cyclopropylmethoxy)-2H-indazol-2-yl]cyclohexanecarbaldehyde (3.30 g) in 1,2-dimethoxyethane (50 mL) was added under ice-cooling. The reaction mixture was stirred at room temperature for 3 hr, poured into 1N hydrochloric acid under ice-cooling and ... Procedure details: To a reactor fitted with a stirrer, condenser and addition funnel was charged 20 parts of mercaptobenzothiazole (MBT) and 160 parts of methanol. The mixture was heated and refluxed at atmospheric pressure until the MBT dissolved. To the solution was then mixed, by adding dropwise, 46.8 parts of a methanol solution of 30 weight percent hydrogen peroxide which had been prepared by dissolving 6.8 parts of 30 weight percent hydrogen peroxide in 40 parts methanol while stirring the mixture at reflux.... Reaction SMILES: [SH:1][C:2]1[S:3][C:4]2[CH:10]=[CH:9][CH:8]=[CH:7][C:5]=2[N:6]=1.OO>CO>[CH:8]1[CH:7]=[C:5]2[N:6]=[C:2]([S:1][S:1][C:2]3[S:3][C:4]4[C:5](=[CH:7][CH:8]=[CH:9][CH:10]=4)[N:6]=3)[S:3][C:4]2=[CH:10][CH:9]=1. Solvent: CO (methanol), CO (methanol), CO (methanol). The reactants are OO (hydrogen peroxide), resultant mixture, SC=1SC2=C(N1)C=CC=C2 (MBT), OO (hydrogen peroxide), SC=1SC2=C(N1)C=CC=C2 (mercaptobenzothiazole). The product is C1=CC=C2C(=C1)N=C(S2)SSC3=NC4=CC=CC=C4S3 (dibenzothiazolyl disulfide). Reaction conditions: temperature 20 celsius. Reported procedure: A mixture of t-butyl (6-bromo-1,2,3,4-tetrahydro-8-nitro-3-quinolinyl)-carbamate (3.72 g, 0.01 mol), absolute ethanol (150 mL) and 10% palladium on carbon (0.60 g) was hydrogenated (50 lb hydrogen pressure) for 18 hours. The mixture was filtered through celite and the solvent removed. The residual foam was partitioned between ethyl acetate and 1 N sodium hydroxide, and the ethyl acetate phase was evaporated under reduced pressure to give 2.72 g of t-butyl (8-amino-1,2,3,4-tetrahydro-3-quinolyl)c... RXN SMILES: Br[C:2]1[CH:3]=[C:4]2[C:9](=[C:10]([N+:12]([O-])=O)[CH:11]=1)[NH:8][CH2:7][CH:6]([NH:15][C:16](=[O:22])[O:17][C:18]([CH3:21])([CH3:20])[CH3:19])[CH2:5]2.[H][H]>[Pd].C(O)C>[NH2:12][C:10]1[CH:11]=[CH:2][CH:3]=[C:4]2[C:9]=1[NH:8][CH2:7][CH:6]([NH:15][C:16](=[O:22])[O:17][C:18]([CH3:20])([CH3:19])[CH3:21])[CH2:5]2. The reactants are BrC=1C=C2CC(CNC2=C(C1)[N+](=O)[O-])NC(OC(C)(C)C)=O (t-butyl (6-bromo-1,2,3,4-tetrahydro-8-nitro-3-quinolinyl)-carbamate), [H][H] (hydrogen). Solvent: C(C)O (ethanol). The reagents and catalysts are [Pd] (palladium on carbon). Yields the product NC=1C=CC=C2CC(CNC12)NC(OC(C)(C)C)=O (t-butyl (8-amino-1,2,3,4-tetrahydro-3-quinolyl)carbamate). Isolated yield 103.3%. Starting materials: COC1=CC=C(C(=O)C2CCN(CC2)CC(=O)O)C=C1 (2-(4-(4-methoxybenzoyl)piperidin-1-yl)acetic acid), C1(CC1)CNCC1=NC=2CCCCC2C(N1)=O (2-[(cyclopropylmethyl-amino)-methyl]-5,6,7,8-tetrahydro-3H-quinazolin-4-one), C28H36N4O4. Product: C1(CC1)CN(C(CN1CCC(CC1)C(C1=CC=C(C=C1)OC)=O)=O)CC1=NC=2CCCCC2C(N1)=O (N-(Cyclopropylmethyl)-2-(4-(4-methoxybenzoyl)piperidin-1-yl)-N-((4-oxo-3,4,5,6,7,8-hexahydroquinazolin-2-yl)methyl)acetamide). The yield is 1.0%. As a reaction SMILES: [CH3:1][O:2][C:3]1[CH:20]=[CH:19][C:6]([C:7]([CH:9]2[CH2:14][CH2:13][N:12]([CH2:15][C:16]([OH:18])=O)[CH2:11][CH2:10]2)=[O:8])=[CH:5][CH:4]=1.[CH:21]1([CH2:24][NH:25][CH2:26][C:27]2[NH:36][C:35](=[O:37])[C:34]3[CH2:33][CH2:32][CH2:31][CH2:30][C:29]=3[N:28]=2)[CH2:23][CH2:22]1>>[CH:21]1([CH2:24][N:25]([CH2:26][C:27]2[NH:36][C:35](=[O:37])[C:34]3[CH2:33][CH2:32][CH2:31][CH2:30][C:29]=3[N:28]=2)[C:16](=[O:18])[CH2:15][N:12]2[CH2:11][CH2:10][CH:9]([C:7](=[O:8])[C:6]3[CH:5]=[CH:4][C:3]([O:2][CH3:1])=[CH:20][CH:19]=3)[CH2:14][CH2:13]2)[CH2:23][CH2:22]1. Procedure details: The title compound (26 mg, 1% yield) was prepared following the general procedure of Example 7 from 2-(4-(4-methoxybenzoyl)piperidin-1-yl)acetic acid and 2-[(cyclopropylmethyl-amino)-methyl]-5,6,7,8-tetrahydro-3H-quinazolin-4-one. 1H NMR (400 MHz, CD3OD) δ 7.75-7.83 (m, J=9.1 Hz, 2H), 6.77-6.88 (m, J=9.1 Hz, 2H), 4.48 (s, 1H), 4.26-4.44 (m, 1H), 4.04-4.26 (m, 2H), 3.67 (s, 3H), 3.37-3.59 (m, 2H), 2.93-3.19 (m, 5H), 2.39 (t, J=5.6 Hz, 2H), 2.22 (t, J=5.8 Hz, 2H), 1.91 (br. s., 3H), 1.75-1.86 (m, ... Starting materials: COc1cc2c(c3c1OC(C)(C)C3)C(c1ccccc1Br)=NC(C)(C)C2, COCCOC, CCO, [Na+], [Na+], O=C([O-])[O-], O, c1ccc(P(c2ccccc2)(c2ccccc2)[Pd](P(c2ccccc2)(c2ccccc2)c2ccccc2)(P(c2ccccc2)(c2ccccc2)c2ccccc2)P(c2ccccc2)(c2ccccc2)c2ccccc2)cc1, OB(O)c1ccncc1. Product: COc1cc2c(c3c1OC(C)(C)C3)C(c1ccccc1-c1ccncc1)=NC(C)(C)C2. RXN SMILES: [Br:7][c:8]1[c:9]([C:14]2=[N:15][C:16]([CH3:31])([CH3:32])[CH2:17][c:18]3[cH:19][c:20]([O:29][CH3:30])[c:21]4[c:22]([c:23]32)[CH2:24][C:25]([CH3:27])([CH3:28])[O:26]4)[cH:10][cH:11][cH:12][cH:13]1.[CH3:43][O:44][CH2:45][CH2:46][O:47][CH3:48].[CH3:49][CH2:50][OH:51].[Na+:1].[Na+:2].[O-:3][C:4](=[O:5])[O-:6].[OH2:42].[cH:52]1[cH:53][cH:54][c:55]([P:56]([Pd:57]([P:58]([c:59]2[cH:60][cH:61][cH:62][cH:63][cH:64]2)([c:65]2[cH:66][cH:67][cH:68][cH:69][cH:70]2)[c:71]2[cH:72][cH:73][cH:74][cH:75][cH:76]2)([P:77]([c:78]2[cH:79][cH:80][cH:81][cH:82][cH:83]2)([c:84]2[cH:85][cH:86][cH:87][cH:88][cH:89]2)[c:90]2[cH:91][cH:92][cH:93][cH:94][cH:95]2)[P:96]([c:97]2[cH:98][cH:99][cH:100][cH:101][cH:102]2)([c:103]2[cH:104][cH:105][cH:106][cH:107][cH:108]2)[c:109]2[cH:110][cH:111][cH:112][cH:113][cH:114]2)([c:115]2[cH:116][cH:117][cH:118][cH:119][cH:120]2)[c:121]2[cH:122][cH:123][cH:124][cH:125][cH:126]2)[cH:127][cH:128]1.[n:33]1[cH:34][cH:35][c:36]([B:39]([OH:40])[OH:41])[cH:37][cH:38]1>>[c:8]1(-[c:36]2[cH:35][cH:34][n:33][cH:38][cH:37]2)[c:9]([C:14]2=[N:15][C:16]([CH3:31])([CH3:32])[CH2:17][c:18]3[cH:19][c:20]([O:29][CH3:30])[c:21]4[c:22]([c:23]32)[CH2:24][C:25]([CH3:27])([CH3:28])[O:26]4)[cH:10][cH:11][cH:12][cH:13]1.